This data is from the Open Reaction Database (ORD), a public repository of structured organic reaction records. The task is: describe an organic reaction: reactants, conditions, products, and yield Starting materials: ClC=1C=C(C=C(C1)F)C1=CC(=NN1C=1C=NC(=CC1)Cl)C(=O)O (5-(3-Chloro-5-fluorophenyl)-1-(6-chloropyridin-3-yl)-1H-pyrazole-3-carboxylic acid), N (ammonia). Conditions: time 13 hour. Product: ClC=1C=C(C=C(C1)F)C1=CC(=NN1C=1C=NC(=CC1)N)C(=O)O (5-(3-Chloro-5-fluorophenyl)-1-(6-aminopyridin-3-yl)-1H-pyrazole-3-carboxylic acid). As a reaction SMILES: [Cl:1][C:2]1[CH:3]=[C:4]([C:9]2[N:13]([C:14]3[CH:15]=[N:16][C:17](Cl)=[CH:18][CH:19]=3)[N:12]=[C:11]([C:21]([OH:23])=[O:22])[CH:10]=2)[CH:5]=[C:6]([F:8])[CH:7]=1.[NH3:24]>>[Cl:1][C:2]1[CH:3]=[C:4]([C:9]2[N:13]([C:14]3[CH:15]=[N:16][C:17]([NH2:24])=[CH:18][CH:19]=3)[N:12]=[C:11]([C:21]([OH:23])=[O:22])[CH:10]=2)[CH:5]=[C:6]([F:8])[CH:7]=1. Procedure details: 70 mg (80%, 0.16 mmol) of the compound of Example 23A is mixed with ammonia solution (14 N, 1.5 ml) and kept in the microwave in a sealed tube for 13 hours at 150° C., whereby a pressure of 20 bar develops. After cooling to room temperature, the ammonia solution is removed i. vac., and the residue is purified via preparative HPLC (mobile solvent: acetonitrile/water gradient). 20 mg (38% of theory) of the title compound is obtained.